This data is from the Open Reaction Database (ORD), a public repository of structured organic reaction records. The task is: describe an organic reaction: reactants, conditions, products, and yield Starting materials: CN(C)OC(=O)c1c(O)cccc1-c1ccc(Br)cc1, COc1cc(OC)nc(S(C)(=O)=O)n1, CN(C)C=O, [H-], [Na+]. The product is COc1cc(OC)nc(Oc2cccc(-c3ccc(Br)cc3)c2C(=O)ON(C)C)n1. Reaction SMILES: [Br:3][c:4]1[cH:5][cH:6][c:7](-[c:10]2[c:11]([C:17](=[O:18])[O:19][N:20]([CH3:21])[CH3:22])[c:12]([OH:16])[cH:13][cH:14][cH:15]2)[cH:8][cH:9]1.[CH3:23][S:24](=[O:25])(=[O:26])[c:27]1[n:28][c:29]([O:35][CH3:36])[cH:30][c:31]([O:33][CH3:34])[n:32]1.[CH3:37][N:38]([CH3:39])[CH:40]=[O:41].[H-:1].[Na+:2]>>[Br:3][c:4]1[cH:5][cH:6][c:7](-[c:10]2[c:11]([C:17](=[O:18])[O:19][N:20]([CH3:21])[CH3:22])[c:12]([O:16][c:27]3[n:28][c:29]([O:35][CH3:36])[cH:30][c:31]([O:33][CH3:34])[n:32]3)[cH:13][cH:14][cH:15]2)[cH:8][cH:9]1. Starting materials: C(CCC)C=1N(C(=CN1)/C=C/C(=O)OC)CC1=C(C=CC=C1)Cl (methyl (E)-3-[2-n-butyl-1-{(2-chlorophenyl)methyl}-1H-imidazol-5-yl]-2-propenoate), [H-].C(C(C)C)[Al+]CC(C)C (diisobutyl aluminum hydride), C1(=CC=CC=C1)C (toluene). Run in O1CCCC1 (tetrahydrofuran). Conditions: time 17 hour. Yields the product C(CCC)C=1N(C(=CN1)/C=C/CO)CC1=C(C=CC=C1)Cl ((E)-3-[2-n-butyl-1-{(2-chlorophenyl)methyl}-1H-imidazol-5-yl]-2-propenol). RXN SMILES: [CH2:1]([C:5]1[N:6]([CH2:16][C:17]2[CH:22]=[CH:21][CH:20]=[CH:19][C:18]=2[Cl:23])[C:7](/[CH:10]=[CH:11]/[C:12](OC)=[O:13])=[CH:8][N:9]=1)[CH2:2][CH2:3][CH3:4].[H-].C([Al+]CC(C)C)C(C)C.C1(C)C=CC=CC=1>O1CCCC1>[CH2:1]([C:5]1[N:6]([CH2:16][C:17]2[CH:22]=[CH:21][CH:20]=[CH:19][C:18]=2[Cl:23])[C:7](/[CH:10]=[CH:11]/[CH2:12][OH:13])=[CH:8][N:9]=1)[CH2:2][CH2:3][CH3:4] |f:1.2|. Procedure: A solution of methyl (E)-3-[2-n-butyl-1-{(2-chlorophenyl)methyl}-1H-imidazol-5-yl]-2-propenoate (Example 11, Method A) (0.5 g, 1.5 mmol) in dry tetrahydrofuran (10 mL) held at -78° C. under argon was treated dropwise with a solution of diisobutyl aluminum hydride in toluene (3.30 mmol, 2.2 mL of 1.5 M). The mixture was allowed to warm to ambient temperature and stirred an additional 17 hours. Excess reducing agent was quenched with methanol and water, dilute acetic acid and methylene chloride we... Reactants: C(C)(=O)NC=1C(=O)O[C@@H](C1C(=O)OC)C ((R)-2-acetamido-3-methoxycarbonyl-2-penten-4-olide). The reagents and catalysts are [Pd] (Pd/C). Solvent: CO (methanol). Reaction conditions: time 8 hour. Product: C(C)(=O)N[C@@H]1C(=O)O[C@@H]([C@H]1C(=O)OC)C (2(S)-acetamido-3(S)-methoxycarbonyl-4(R)-pentanolide). Reaction SMILES: [C:1]([NH:4][C:5]1[C:6]([O:8][C@H:9]([CH3:15])[C:10]=1[C:11]([O:13][CH3:14])=[O:12])=[O:7])(=[O:3])[CH3:2]>CO.[Pd]>[C:1]([NH:4][C@H:5]1[C@H:10]([C:11]([O:13][CH3:14])=[O:12])[C@@H:9]([CH3:15])[O:8][C:6]1=[O:7])(=[O:3])[CH3:2]. Procedure: 169.2 g of (R)-2-acetamido-3-methoxycarbonyl-2-penten-4-olide are dissolved in 800 ml of methanol, 10 g of Pd/C (5%) are added and the whole is hydrogenated for 8 hours at 30° C. and 3-5 bars. The catalyst is filtered off, washed with methanol and the filtrate is concentrated by evaporation. The ratio of the diastereoisomers of the crude product exhibited by HPLC analysis is (2S,3S,4R):(2R,3S,4R):(2S,3R,4R)=approximately 5:3:2. The proportion of the (2R,3R,4R)-diastereoisomer is less than 1%. Th... The reactants are C(C)(C)(C)C=1N=C(C2=C(N1)N(N=N2)CC2=C(C=CC=C2)Cl)N2CCOCC2 (5-tert-Butyl-3-(2-chloro-benzyl)-7-morpholin-4-yl-3H-[1,2,3]triazolo[4,5-d]pyrimidine), C(C)(C)(C)C=1N=C(C2=C(N1)N(N=N2)CC2=C(C=CC=C2)Cl)Cl (5-tert-butyl-7-chloro-3-(2-chlorobenzyl)-3H-[1,2,3]triazolo[4,5-d]pyrimidine), Cl.N1CC(C1)O (azetidin-3-ol hydrochloride). Product: C(C)(C)(C)C=1N=C(C2=C(N1)N(N=N2)CC2=C(C=CC=C2)Cl)N2CC(C2)(O)C (1-[5-tert-Butyl-3-(2-chloro-benzyl)-3H-[1,2,3]triazolo[4,5-d]pyrimidin-7-yl]-3-methyl-azetidin-3-ol), solid. Isolated yield 46.0%. Reaction SMILES: [C:1]([C:5]1[N:6]=[C:7]([N:22]2[CH2:27][CH2:26][O:25]C[CH2:23]2)[C:8]2[N:13]=[N:12][N:11]([CH2:14][C:15]3[CH:20]=[CH:19][CH:18]=[CH:17][C:16]=3[Cl:21])[C:9]=2[N:10]=1)([CH3:4])([CH3:3])[CH3:2].[C:28](C1N=C(Cl)C2N=NN(CC3C=CC=CC=3Cl)C=2N=1)(C)(C)C.Cl.N1CC(O)C1>>[C:1]([C:5]1[N:6]=[C:7]([N:22]2[CH2:27][C:26]([CH3:28])([OH:25])[CH2:23]2)[C:8]2[N:13]=[N:12][N:11]([CH2:14][C:15]3[CH:20]=[CH:19][CH:18]=[CH:17][C:16]=3[Cl:21])[C:9]=2[N:10]=1)([CH3:3])([CH3:4])[CH3:2] |f:2.3|. Procedure: In analogy to the procedure described for the synthesis of 5-tert-butyl-3-(2-chloro-benzyl)-7-morpholin-4-yl-3H-[1,2,3]triazolo[4,5-d]pyrimidine (example 1, step c), the title compound was prepared from 5-tert-butyl-7-chloro-3-(2-chlorobenzyl)-3H-[1,2,3]triazolo[4,5-d]pyrimidine and azetidin-3-ol hydrochloride and isolated as light-yellow solid (8.0 mg, 46%). MS (m/e): 373.4 (MH+). Reactants: CC(C)N=C=O, ClC(Cl)Cl, CCCc1nc2c(N)nc3cc(Br)ccc3c2n1CCCCN. Yields the product CCCc1nc2c(N)nc3cc(Br)ccc3c2n1CCCCNC(=O)NC(C)C. Reaction SMILES: [CH:24]([CH3:25])([CH3:26])[N:27]=[C:28]=[O:29].[CH:30]([Cl:31])([Cl:32])[Cl:33].[NH2:1][CH2:2][CH2:3][CH2:4][CH2:5][n:6]1[c:7]([CH2:21][CH2:22][CH3:23])[n:8][c:9]2[c:10]([NH2:20])[n:11][c:12]3[cH:13][c:14]([Br:19])[cH:15][cH:16][c:17]3[c:18]12>>[NH:1]([CH2:2][CH2:3][CH2:4][CH2:5][n:6]1[c:7]([CH2:21][CH2:22][CH3:23])[n:8][c:9]2[c:10]([NH2:20])[n:11][c:12]3[cH:13][c:14]([Br:19])[cH:15][cH:16][c:17]3[c:18]12)[C:28]([NH:27][CH:24]([CH3:25])[CH3:26])=[O:29]. Reactants: C(C)(C)(C)OC(N[C@H]1CN(CC1)C1=NC(=C2N=CN(C2=N1)[C@H]1[C@@H]([C@@H]([C@H](C1)N1N=CC(=N1)CC)O)O)NCC(C1=CC=CC=C1)C1=CC=CC=C1)=O (((R)-1-{6-(2,2-diphenyl-ethylamino)-9-[(1R,2S,3R,4S)-4-(4-ethyl-[1,2,3]triazol-2-yl)-2,3-dihydroxy-cyclopentyl]-9H-purin-2-yl}-pyrrolidin-3-yl)-carbamic acid tert-butyl ester), N[C@H]1CN(CC1)C1=NC(=C2N=CN(C2=N1)[C@H]1[C@@H]([C@@H]([C@H](C1)N1N=CC(=C1)CC)O)O)NCC(C1=CC=CC=C1)C1=CC=CC=C1 ((1R,2S,3R,5S)-3-[2-((R)-3-amino-pyrrolidin-1-yl)-6-(2,2-diphenyl-ethylamino)-purin-9-yl]-5-(4-ethyl-pyrazol-1-yl)-cyclopentane-1,2-diol). Yields the product N[C@H]1CN(CC1)C1=NC(=C2N=CN(C2=N1)[C@H]1[C@@H]([C@@H]([C@H](C1)N1N=CC(=N1)CC)O)O)NCC(C1=CC=CC=C1)C1=CC=CC=C1 ((1R,2S,3R,5S)-3-[2-((R)-3-amino-pyrrolidin-1-yl)-6-(2,2-diphenyl-ethylamino)-purin-9-yl]-5-(4-ethyl-[1,2,3]triazol-2-yl)-cyclopentane-1,2-diol). As a reaction SMILES: C(OC(=O)[NH:7][C@@H:8]1[CH2:12][CH2:11][N:10]([C:13]2[N:21]=[C:20]3[C:16]([N:17]=[CH:18][N:19]3[C@@H:22]3[CH2:26][C@H:25]([N:27]4[N:31]=[C:30]([CH2:32][CH3:33])[CH:29]=[N:28]4)[C@@H:24]([OH:34])[C@H:23]3[OH:35])=[C:15]([NH:36][CH2:37][CH:38]([C:45]3[CH:50]=[CH:49][CH:48]=[CH:47][CH:46]=3)[C:39]3[CH:44]=[CH:43][CH:42]=[CH:41][CH:40]=3)[N:14]=2)[CH2:9]1)(C)(C)C.N[C@@H]1CCN(C2N=C3C(N=CN3[C@@H]3C[C@H](N4C=C(CC)C=N4)[C@@H](O)[C@H]3O)=C(NCC(C3C=CC=CC=3)C3C=CC=CC=3)N=2)C1>>[NH2:7][C@@H:8]1[CH2:12][CH2:11][N:10]([C:13]2[N:21]=[C:20]3[C:16]([N:17]=[CH:18][N:19]3[C@@H:22]3[CH2:26][C@H:25]([N:27]4[N:31]=[C:30]([CH2:32][CH3:33])[CH:29]=[N:28]4)[C@@H:24]([OH:34])[C@H:23]3[OH:35])=[C:15]([NH:36][CH2:37][CH:38]([C:45]3[CH:46]=[CH:47][CH:48]=[CH:49][CH:50]=3)[C:39]3[CH:40]=[CH:41][CH:42]=[CH:43][CH:44]=3)[N:14]=2)[CH2:9]1. Procedure: This compound is prepared from ((R)-1-{6-(2,2-diphenyl-ethylamino)-9-[(1R,2S,3R,4S)-4-(4-ethyl-[1,2,3]triazol-2-yl)-2,3-dihydroxy-cyclopentyl]-9H-purin-2-yl}-pyrrolidin-3-yl)-carbamic acid tert-butyl ester (step a) using a procedure analogous to that of (1R,2S,3R,5S)-3-[2-((R)-3-amino-pyrrolidin-1-yl)-6-(2,2-diphenyl-ethylamino)-purin-9-yl]-5-(4-ethyl-pyrazol-1-yl)-cyclopentane-1,2-diol. (Intermediate FB, second step b). MS (ES+) m/e 595.40 (MH+). Procedure details: In a 200 mL flask, 1A (18.47 g, 43.6 mmol) and N-ethyl-N-(4-formyl phenyl)-5-aminopentyl alcohol 1B (10.27 g, 43.6 mmol) were dissolved in anhydrous ethanol (115 mL) under Ar at RT. In a separate flask, sodium ethoxide (2.97 g, 43.6 mmol) was dissolved in anhydrous ethanol (51 mL). The ethanolic sodium ethoxide solution was added by addition funnel to the solution containing the starting reagents. The reaction mixture was then heated to 85° C. and stirred for 4 hours. The reaction mixture was ev... Reaction SMILES: [Br-].[CH2:2]([P+](C1C=CC=CC=1)(C1C=CC=CC=1)C1C=CC=CC=1)[C:3]1[O:7][CH:6]=[CH:5][CH:4]=1.[CH2:27]([N:29]([C:36]1[CH:41]=[CH:40][C:39]([CH:42]=O)=[CH:38][CH:37]=1)[CH2:30][CH2:31][CH2:32][CH2:33][CH2:34][OH:35])[CH3:28].[O-]CC.[Na+]>C(O)C>[CH2:27]([N:29]([CH2:30][CH2:31][CH2:32][CH2:33][CH2:34][OH:35])[C:36]1[CH:37]=[CH:38][C:39](/[CH:42]=[CH:2]/[C:3]2[O:7][CH:6]=[CH:5][CH:4]=2)=[CH:40][CH:41]=1)[CH3:28] |f:0.1,3.4|. Run in C(C)O (ethanol), C(C)O (ethanol). Starting materials: [O-]CC.[Na+] (sodium ethoxide), [O-]CC.[Na+] (sodium ethoxide), [Br-].C(C1=CC=CO1)[P+](C1=CC=CC=C1)(C1=CC=CC=C1)C1=CC=CC=C1 (furfuryl triphenylphosphonium bromide), C(C)N(CCCCCO)C1=CC=C(C=C1)C=O (N-ethyl-N-(4-formyl phenyl)-5-aminopentyl alcohol). Conditions: temperature 85 celsius, time 4 hour. The product is C(C)N(C1=CC=C(C=C1)\C=C\C=1OC=CC1)CCCCCO (5-(N-ethyl-N-(4-((E)-2-(furan-2-yl)vinyl)phenyl)amino)pentan-1-ol).